From a dataset of the Open Reaction Database (ORD), a public repository of structured organic reaction records. describe an organic reaction: reactants, conditions, products, and yield Reactants: ClCCl (dichloromethane), Cl.ClC1=CC=C(C=C1)S(=O)(=O)C(C1=CC=C(C=N1)CN)C1=C(C=CC(=C1)F)F ([6-[(4-Chlorophenylsulfonyl)(2,5-difluorophenyl)methyl]pyridin-3-yl]methylamine hydrochloride), CN1CCOCC1 (N-methylmorpholine), CN(S(=O)(=O)Cl)C (N,N-dimethylsulfamoyl chloride). Reagents/catalysts: CN(C1=CC=NC=C1)C (4-dimethylaminopyridine). Run in O (Water), CCCCCC (hexane). Run at time 24 hour. Yields the product ClC1=CC=C(C=C1)S(=O)(=O)C(C1=CC=C(C=N1)CNS(=O)(=O)N(C)C)C1=C(C=CC(=C1)F)F (N-[[6-[(4-Chlorophenylsulfonyl)(2,5-difluorophenyl)methyl]pyridin-3-yl]methyl]-N′,N′-dimethylsulfamide). Isolated yield 68.9%. Reaction SMILES: ClCCl.Cl.[Cl:5][C:6]1[CH:11]=[CH:10][C:9]([S:12]([CH:15]([C:24]2[CH:29]=[C:28]([F:30])[CH:27]=[CH:26][C:25]=2[F:31])[C:16]2[N:21]=[CH:20][C:19]([CH2:22][NH2:23])=[CH:18][CH:17]=2)(=[O:14])=[O:13])=[CH:8][CH:7]=1.CN1CCOCC1.[CH3:39][N:40]([CH3:45])[S:41](Cl)(=[O:43])=[O:42]>CN(C)C1C=CN=CC=1.CCCCCC.O>[Cl:5][C:6]1[CH:11]=[CH:10][C:9]([S:12]([CH:15]([C:24]2[CH:29]=[C:28]([F:30])[CH:27]=[CH:26][C:25]=2[F:31])[C:16]2[N:21]=[CH:20][C:19]([CH2:22][NH:23][S:41]([N:40]([CH3:45])[CH3:39])(=[O:43])=[O:42])=[CH:18][CH:17]=2)(=[O:14])=[O:13])=[CH:8][CH:7]=1 |f:1.2|. Procedure details: To a dichloromethane (5 ml) solution of the [6-[(4-chlorophenylsulfonyl)(2,5-difluorophenyl)methyl]pyridin-3-yl]methylamine hydrochloride (60 mg, 0.135 mmol) obtained in Example 66 were added N-methylmorpholine (180 μl, 1.62 mmol), 4-dimethylaminopyridine (10 mg, 0.0819 mmol) and N,N-dimethylsulfamoyl chloride (66 μl, 0.609 mmol). The resulting mixture was stirred at room temperature for 24 hours. Water was added to the reaction mixture, followed by extraction with dichloromethane. The organic l... Starting materials: O=C([O-])O, CCCCCC, S=C(Cl)Cl, ClC(Cl)Cl, CC(C)(C)c1nc2cc(N3CCOCC3)c(N)cc2s1, [Na+]. Product: CC(C)(C)c1nc2cc(N3CCOCC3)c(N=C=S)cc2s1. As a reaction SMILES: [C:21](=[O:22])([OH:23])[O-:24].[CH3:34][CH2:35][CH2:36][CH2:37][CH2:38][CH3:39].[Cl:26][C:27]([Cl:28])=[S:29].[Cl:30][CH:31]([Cl:32])[Cl:33].[NH2:1][c:2]1[cH:3][c:4]2[c:5]([n:6][c:7]([C:9]([CH3:10])([CH3:11])[CH3:12])[s:8]2)[cH:13][c:14]1[N:15]1[CH2:16][CH2:17][O:18][CH2:19][CH2:20]1.[Na+:25]>>[N:1]([c:2]1[cH:3][c:4]2[c:5]([n:6][c:7]([C:9]([CH3:10])([CH3:11])[CH3:12])[s:8]2)[cH:13][c:14]1[N:15]1[CH2:16][CH2:17][O:18][CH2:19][CH2:20]1)=[C:27]=[S:29]. The reagents and catalysts are C=1C=CC(=CC1)[P](C=2C=CC=CC2)(C=3C=CC=CC3)[Pd]([P](C=4C=CC=CC4)(C=5C=CC=CC5)C=6C=CC=CC6)([P](C=7C=CC=CC7)(C=8C=CC=CC8)C=9C=CC=CC9)[P](C=1C=CC=CC1)(C=1C=CC=CC1)C=1C=CC=CC1 (Pd(PPh3)4). RXN SMILES: [NH2:1][C:2]1[C:3]2[C:10](I)=[CH:9][N:8]([C@H:12]3[CH2:15][C@H:14]([CH2:16][OH:17])[CH2:13]3)[C:4]=2[N:5]=[CH:6][N:7]=1.[C:18]1([C:24]2[CH:33]=[CH:32][C:31]3[C:26](=[CH:27][C:28](B4OC(C)(C)C(C)(C)C4)=[CH:29][CH:30]=3)[N:25]=2)[CH:23]=[CH:22][CH:21]=[CH:20][CH:19]=1.C([O-])([O-])=O.[Na+].[Na+].O>CN(C=O)C.C1C=CC([P]([Pd]([P](C2C=CC=CC=2)(C2C=CC=CC=2)C2C=CC=CC=2)([P](C2C=CC=CC=2)(C2C=CC=CC=2)C2C=CC=CC=2)[P](C2C=CC=CC=2)(C2C=CC=CC=2)C2C=CC=CC=2)(C2C=CC=CC=2)C2C=CC=CC=2)=CC=1>[NH2:1][C:2]1[C:3]2[C:10]([C:28]3[CH:27]=[C:26]4[C:31]([CH:32]=[CH:33][C:24]([C:18]5[CH:23]=[CH:22][CH:21]=[CH:20][CH:19]=5)=[N:25]4)=[CH:30][CH:29]=3)=[CH:9][N:8]([C@H:12]3[CH2:15][C@H:14]([CH2:16][OH:17])[CH2:13]3)[C:4]=2[N:5]=[CH:6][N:7]=1 |f:2.3.4,^1:58,60,79,98|. The product is NC=1C2=C(N=CN1)N(C=C2C2=CC=C1C=CC(=NC1=C2)C2=CC=CC=C2)[C@@H]2C[C@H](C2)CO (trans-{3-[4-Amino-5-(2-phenylquinolin-7-yl)-pyrrolo[2,3-d]pyrimidin-7-yl]-cyclobutyl}methanol). Procedure details: Following the general procedure for the Suzuki coupling, trans-[3-(4-amino-5-iodopyrrolo[2,3-d]pyrimidin-7-yl)-cyclobutyl]-methanol (139.2 mg, 0.4045 mmol) was reacted with 2-phenyl-7-(4,4,5,5-tetramethyl-[2,3,2]dioxaborolan-2-yl)-quinoline (141 mg, 0.426 mmol), Na2CO3 (107 mg, 1.01 mmol) and Pd(PPh3)4 (30 mg, 0.026 mmol) in DMF (10 mL)/water (2 mL). The crude material was purified by column chromatography on silica gel [Jones Flashmaster, 10 g/70 mL cartridge, eluting with CH2Cl2 (1-7)→2% MeOH ... Run in CN(C)C=O (DMF). Reactants: NC=1C2=C(N=CN1)N(C=C2I)[C@@H]2C[C@H](C2)CO (trans-[3-(4-amino-5-iodopyrrolo[2,3-d]pyrimidin-7-yl)-cyclobutyl]-methanol), C1(=CC=CC=C1)C1=NC2=CC(=CC=C2C=C1)B1CC(C(O1)(C)C)(C)C (2-phenyl-7-(4,4,5,5-tetramethyl-[2,3,2]dioxaborolan-2-yl)-quinoline), C(=O)([O-])[O-].[Na+].[Na+] (Na2CO3), O (water).